Task: describe an organic reaction: reactants, conditions, products, and yield. Dataset: the Open Reaction Database (ORD), a public repository of structured organic reaction records Reactants: CC(CO)(C)C1=CC=C(C=C1)[N+](=O)[O-] (2-methyl-2-(4-nitrophenyl)propan-1-ol). Reagents/catalysts: catalyst, [Pt](=O)=O (platinum(IV)oxide). Run in C1CCOC1 (THF), C(C)O (ethanol). Product: NC1=CC=C(C=C1)C(CO)(C)C (2-(4-aminophenyl)-2-methylpropan-1-ol). Yield: 134.2%. Reaction SMILES: [CH3:1][C:2]([C:6]1[CH:11]=[CH:10][C:9]([N+:12]([O-])=O)=[CH:8][CH:7]=1)([CH3:5])[CH2:3][OH:4]>C1COCC1.C(O)C.[Pt](=O)=O>[NH2:12][C:9]1[CH:8]=[CH:7][C:6]([C:2]([CH3:5])([CH3:1])[CH2:3][OH:4])=[CH:11][CH:10]=1. Procedure details: The product from Example 194B (0.321 g, 1.644 mmole) was dissolved in a mixture of THF (10 mL) and ethanol (2 mL). To this was added platinum(IV)oxide (0.030 g, 0.131 mmole). The flask was capped with a septum and the contents vacuum degassed three times. Hydrogen was introduced via a balloon and the mixture stirred at room temperature. An additional 38.2 mg (0.167 mmole) of catalyst was added in two aliquots before chromatographic analysis indicated that the starting material was consumed. Afte... Starting materials: [N+](=O)([O-])C=1C=C(C(=O)OC)C=C(C1)C(F)(F)F (methyl 3-nitro-5-(trifluoromethyl)benzoate), NN (hydrazine). The solvent is C(C)O (ethanol). Yields the product NC=1C=C(C(=O)NN)C=C(C1)C(F)(F)F (3-amino-5-(trifluoromethyl)benzohydrazide). Yield: 77.0%. As a reaction SMILES: [N+:1]([C:4]1[CH:5]=[C:6]([CH:11]=[C:12]([C:14]([F:17])([F:16])[F:15])[CH:13]=1)[C:7](OC)=[O:8])([O-])=O.[NH2:18][NH2:19]>C(O)C>[NH2:1][C:4]1[CH:5]=[C:6]([CH:11]=[C:12]([C:14]([F:17])([F:16])[F:15])[CH:13]=1)[C:7]([NH:18][NH2:19])=[O:8]. Procedure: Mix methyl 3-nitro-5-(trifluoromethyl)benzoate (1.8 g, 12 mmol), ethanol (6 mL) and 80% (w/w) hydrazine (10 mL), reflux overnight. Concentrate the mixture, partition the resulting residue between ethyl acetate and water, collect the organic layer, wash with sodium bicarbonate, dry over anhydrous sodium sulfate, and concentrate under reduced pressure to give the crude product (1.23 g, 77%) which is used in next step without further purification. Reactants: COc1ccc(C(C)=O)c(N)c1C, O=C(O)c1csc(C2CCCCC2)n1, O=P(Cl)(Cl)Cl, c1ccncc1. Yields the product COc1ccc(C(C)=O)c(NC(=O)c2csc(C3CCCCC3)n2)c1C. Reaction SMILES: [C:20]([CH3:21])(=[O:22])[c:23]1[c:24]([NH2:25])[c:26]([CH3:32])[c:27]([O:30][CH3:31])[cH:28][cH:29]1.[CH:6]1([c:12]2[s:13][cH:14][c:15]([C:17](=[O:18])[OH:19])[n:16]2)[CH2:7][CH2:8][CH2:9][CH2:10][CH2:11]1.[P:1]([Cl:2])([Cl:3])([Cl:4])=[O:5].[cH:33]1[cH:34][cH:35][n:36][cH:37][cH:38]1>>[CH:6]1([c:12]2[s:13][cH:14][c:15]([C:17](=[O:19])[NH:25][c:24]3[c:23]([C:20]([CH3:21])=[O:22])[cH:29][cH:28][c:27]([O:30][CH3:31])[c:26]3[CH3:32])[n:16]2)[CH2:7][CH2:8][CH2:9][CH2:10][CH2:11]1. Reactants: c1ccc(CC2CO2)cc1, COc1ccc2c(c1)C1=C(SCC3(CCNCC3)O1)C(=O)C2=O. The product is COc1ccc2c(c1)C1=C(SCC3(CCN(CC(O)Cc4ccccc4)CC3)O1)C(=O)C2=O. As a reaction SMILES: [CH2:24]([c:25]1[cH:26][cH:27][cH:28][cH:29][cH:30]1)[CH:31]1[O:32][CH2:33]1.[CH3:1][O:2][c:3]1[cH:4][cH:5][c:6]2[c:20]([cH:21]1)[C:10]1=[C:9]([C:8](=[O:22])[C:7]2=[O:23])[S:14][CH2:13][C:12]2([O:11]1)[CH2:15][CH2:16][NH:17][CH2:18][CH2:19]2>>[CH3:1][O:2][c:3]1[cH:4][cH:5][c:6]2[c:20]([cH:21]1)[C:10]1=[C:9]([C:8](=[O:22])[C:7]2=[O:23])[S:14][CH2:13][C:12]2([O:11]1)[CH2:15][CH2:16][N:17]([CH2:33][CH:31]([CH2:24][c:25]1[cH:26][cH:27][cH:28][cH:29][cH:30]1)[OH:32])[CH2:18][CH2:19]2.